Dataset: the Open Reaction Database (ORD), a public repository of structured organic reaction records. Task: describe an organic reaction: reactants, conditions, products, and yield The reactants are SC1=NC=2C=CC=C3CCCN1C23 (5,6-dihydro-2-mercapto[4H]imidazo [4,5,1-ij]quinoline), ClCC=1N=C(SC1)C1=CC=CC=C1 (4-chloromethyl-2-phenylthiazole). Solvent: C(C)O (ethanol). Yields the product C1(=CC=CC=C1)C=1SC=C(N1)CSC1=NC=2C=CC=C3CCCN1C23 (5,6-Dihydro-2-[(2-phenylthiazol-4-yl)methylthio]-4H-imidazo[4,5,1-ij]quinoline). The yield is 93.1%. Reaction SMILES: [SH:1][C:2]1[N:12]2[C:13]3[C:8]([CH2:9][CH2:10][CH2:11]2)=[CH:7][CH:6]=[CH:5][C:4]=3[N:3]=1.Cl[CH2:15][C:16]1[N:17]=[C:18]([C:21]2[CH:26]=[CH:25][CH:24]=[CH:23][CH:22]=2)[S:19][CH:20]=1>C(O)C>[C:21]1([C:18]2[S:19][CH:20]=[C:16]([CH2:15][S:1][C:2]3[N:12]4[C:13]5[C:8]([CH2:9][CH2:10][CH2:11]4)=[CH:7][CH:6]=[CH:5][C:4]=5[N:3]=3)[N:17]=2)[CH:22]=[CH:23][CH:24]=[CH:25][CH:26]=1. Procedure details: A solution of 5,6-dihydro-2-mercapto[4H]imidazo [4,5,1-ij]quinoline (2.04 g, 10.7 mmol) in 1 N-sodium-hydroxide (10.7 ml) and ethanol (10 ml) was treated with 4-chloromethyl-2-phenylthiazole (2.25 g, 10.7 mmol) and the resulting solution heated under reflux for 5 mins. The mixture was concentrated in vacuo and the aqueous mixture extracted with ethyl acetate (2×50 ml). The extracts were dried (MgSO4) and evaporated in vacuo to give a yellow oil which crystallised on trituration with diethyl ethe... Starting materials: NC1=CC=C2C(=N1)C(=CN2)C2CCN(CC2)CC (5-amino-3-(1-ethylpiperidin-4-yl)pyrrolo[3,2-b]pyridine), O1C=C(C=C1)C(=O)Cl (3-furoyl chloride). Product: O1C=C(C=C1)C(=O)NC1=CC=C2C(=N1)C(=CN2)C2CCN(CC2)CC (5-(N-[3-furoyl]amino)-3-(1-ethylpiperidin-4-yl)pyrrolo[3,2-b]pyridine). RXN SMILES: [NH2:1][C:2]1[N:7]=[C:6]2[C:8]([CH:11]3[CH2:16][CH2:15][N:14]([CH2:17][CH3:18])[CH2:13][CH2:12]3)=[CH:9][NH:10][C:5]2=[CH:4][CH:3]=1.[O:19]1[CH:23]=[CH:22][C:21]([C:24](Cl)=[O:25])=[CH:20]1>>[O:19]1[CH:23]=[CH:22][C:21]([C:24]([NH:1][C:2]2[N:7]=[C:6]3[C:8]([CH:11]4[CH2:16][CH2:15][N:14]([CH2:17][CH3:18])[CH2:13][CH2:12]4)=[CH:9][NH:10][C:5]3=[CH:4][CH:3]=2)=[O:25])=[CH:20]1. Procedure: Beginning with 0.015 gm (0.061 mMol) 5-amino-3-(1-ethylpiperidin-4-yl)pyrrolo[3,2-b]pyridine and 0.010 mL (0.080 mMol) 3-furoyl chloride, the title compound was prepared essentially by the procedure described in Example 7. Starting materials: CC(C)(OC(=O)[C@@H](CCO[Si](C)(C)C(C)(C)C)N[C@@H](CC(C)C)C(=O)O)C (N-[(R)-1-[(1,1-dimethylethoxy)carbonyl]-3-[[(1,1-dimethylethyl)dimethylsilyl]oxy]propyl]-L-leucine), C(C1=CC=CC=C1)N (benzylamine), OC1=CC=CC=2NN=NC21 (hydroxybenzotriazole). Solvent: CN(C)C=O (DMF). Reaction conditions: temperature 23 celsius, time 15 hour. The product is CC(C)(C)OC([C@@H](CCO[Si](C)(C)C(C)(C)C)N[C@@H](CC(C)C)C(=O)NCC1=CC=CC=C1)=O (2-(R)-[[3-methyl-1-(S)-[(benzylamino)carbonyl]butyl]amino]-4-[((1,1-dimethylethyl)dimethylsilyl)oxy]-butanoic acid-1,1-dimethylethyl ester). RXN SMILES: [CH3:1][C:2]([CH3:27])([O:4][C:5]([C@H:7]([NH:18][C@H:19]([C:24](O)=[O:25])[CH2:20][CH:21]([CH3:23])[CH3:22])[CH2:8][CH2:9][O:10][Si:11]([C:14]([CH3:17])([CH3:16])[CH3:15])([CH3:13])[CH3:12])=[O:6])[CH3:3].[CH2:28]([NH2:35])[C:29]1[CH:34]=[CH:33][CH:32]=[CH:31][CH:30]=1.OC1C2N=NNC=2C=CC=1>CN(C=O)C>[CH3:3][C:2]([O:4][C:5](=[O:6])[C@H:7]([NH:18][C@H:19]([C:24]([NH:35][CH2:28][C:29]1[CH:34]=[CH:33][CH:32]=[CH:31][CH:30]=1)=[O:25])[CH2:20][CH:21]([CH3:22])[CH3:23])[CH2:8][CH2:9][O:10][Si:11]([C:14]([CH3:16])([CH3:17])[CH3:15])([CH3:13])[CH3:12])([CH3:1])[CH3:27]. Procedure details: 11.4 g of N-[(R)-1-[(1,1-dimethylethoxy)carbonyl]-3-[[(1,1-dimethylethyl)dimethylsilyl]oxy]propyl]-L-leucine, prepared as in Example I, 3.64 g benzylamine, and 4.59 g hydroxybenzotriazole in 150 mL DMF was sparged with nitrogen for 10 min. 7.02 g of d icyclohexylcarbodiimide in 50 mL DMF was added dropwise at 0° C. The mixture was stirred for 15 h at 23° C., filtered, and the solvents were removed by evaporation. The residue was purified by silica chromatography using 80% hexane-ethyl acetate as... Run at time 24 hour. Run in ice water. Procedure: A mixture of 2.77 g (22 mmol) of phloroglucinol and 2.6 g (20 mmol) of ethyl acetoacetate were melted together, the mixture was cooled, and 40 ml of a mixture of sulfuric acid/water (75% w/w) was added rapidly to the semi-solid mass. The mixture was stirred for 24 h, during which time a semi-solid mass formed. It was poured into a mixture of ice/water (300 ml) containing 5 g of sodium acetate and the precipitate was recovered by suction filtration. The reactants are C(C)(=O)[O-].[Na+] (sodium acetate), C1(O)=CC(O)=CC(O)=C1 (phloroglucinol), C(CC(=O)C)(=O)OCC (ethyl acetoacetate), mixture, S(O)(O)(=O)=O.O (sulfuric acid water). Yields the product OC1=C2C(=CC(OC2=CC(=C1)O)=O)C (5,7-dihydroxy-4-methylcoumarin). As a reaction SMILES: [C:1]1([CH:9]=[C:7]([OH:8])[CH:6]=[C:4]([OH:5])[CH:3]=1)[OH:2].[C:10](OCC)(=[O:15])[CH2:11][C:12]([CH3:14])=O.S(=O)(=O)(O)O.O.C([O-])(=O)C.[Na+]>>[OH:2][C:1]1[CH:9]=[C:7]([OH:8])[CH:6]=[C:4]2[C:3]=1[C:12]([CH3:14])=[CH:11][C:10](=[O:15])[O:5]2 |f:2.3,4.5|. Reactants: N(=O)[O-].[Na+] (sodium nitrite), NC1=CC=C2CCN(C2=C1)C(CCCl)=O (6-amino-1-(3-chloropropionyl)indoline), [H+].[B-](F)(F)(F)F (fluoboric acid). Run in Cl (hydrochloric acid), O (water), O (water). Run at temperature 10 celsius. The product is ClCCC(=O)N1CCC2=CC=C(C=C12)F (1-(3-Chloropropionyl)-6-fluoroindoline). The yield is 38.9%. Reaction SMILES: N[C:2]1[CH:10]=[C:9]2[C:5]([CH2:6][CH2:7][N:8]2[C:11](=[O:15])[CH2:12][CH2:13][Cl:14])=[CH:4][CH:3]=1.N([O-])=O.[Na+].[H+].[B-](F)(F)(F)[F:22]>O.Cl>[Cl:14][CH2:13][CH2:12][C:11]([N:8]1[C:9]2[C:5](=[CH:4][CH:3]=[C:2]([F:22])[CH:10]=2)[CH2:6][CH2:7]1)=[O:15] |f:1.2,3.4|. Procedure: 400 mg (1.8 mmol) of 6-amino-1-(3-chloropropionyl)indoline (prepared as described in Preparation 6) were dissolved in 5 ml of water and 2.5 ml of concentrated aqueous hydrochloric acid, and a solution of 140 mg (2.0 mmol) of sodium nitrite in 1 ml of water was added to the solution while ice-cooling so that the internal temperature was maintained at 10° C. or lower. The mixture was then stirred while ice-cooling for 30 minutes. At the end of this time, 730 mg (3.0 mmol) of fluoboric acid (as a 4... Reactants: COc1cc(N)c2nccc(C)c2c1Oc1cccc(C(F)(F)F)c1, O=C1OC(=O)c2ccccc21, O, Cc1ccccc1C. Yields the product COc1cc(N2C(=O)c3ccccc3C2=O)c2nccc(C)c2c1Oc1cccc(C(F)(F)F)c1. As a reaction SMILES: [NH2:1][c:2]1[cH:3][c:4]([O:24][CH3:25])[c:5]([O:13][c:14]2[cH:15][c:16]([C:20]([F:21])([F:22])[F:23])[cH:17][cH:18][cH:19]2)[c:6]2[c:7]([CH3:12])[cH:8][cH:9][n:10][c:11]12.[O:26]=[C:27]1[O:28][C:29](=[O:30])[c:31]2[cH:32][cH:33][cH:34][cH:35][c:36]21.[OH2:37].[c:38]1([CH3:39])[c:40]([CH3:41])[cH:42][cH:43][cH:44][cH:45]1>>[N:1]1([c:2]2[cH:3][c:4]([O:24][CH3:25])[c:5]([O:13][c:14]3[cH:15][c:16]([C:20]([F:21])([F:22])[F:23])[cH:17][cH:18][cH:19]3)[c:6]3[c:7]([CH3:12])[cH:8][cH:9][n:10][c:11]23)[C:27](=[O:26])[c:36]2[c:31]([cH:32][cH:33][cH:34][cH:35]2)[C:29]1=[O:28]. Starting materials: C1CCOC1, CI, CC1(C)NC(=O)c2ccc(F)cc2O1, [H-], [Na+]. Product: CN1C(=O)c2ccc(F)cc2OC1(C)C. As a reaction SMILES: [CH2:19]1[O:20][CH2:21][CH2:22][CH2:23]1.[CH3:17][I:18].[F:3][c:4]1[cH:5][c:6]2[c:7]([cH:15][cH:16]1)[C:8](=[O:14])[NH:9][C:10]([CH3:12])([CH3:13])[O:11]2.[H-:1].[Na+:2]>>[F:3][c:4]1[cH:5][c:6]2[c:7]([cH:15][cH:16]1)[C:8](=[O:14])[N:9]([CH3:17])[C:10]([CH3:12])([CH3:13])[O:11]2.